From a dataset of the Open Reaction Database (ORD), a public repository of structured organic reaction records. describe an organic reaction: reactants, conditions, products, and yield Starting materials: ice, COC=1C=C(C=C2C=C(NC12)C(=O)O)OC1=CC=C(C=C1)S(=O)(=O)C (7-methoxy-5-[4-(methylsulfonyl)phenoxy]-1H-indole-2-carboxylic acid), [NH4+].ON1N=NC2=C1C=CC=C2 (1-hydroxybenzotriazole ammonium salt), Cl.C(C)N=C=NCCCN(C)C (1-ethyl-3-(3-dimethylaminopropyl)carbodiimide hydrochloride). Solvent: CN(C=O)C (N,N-dimethylformamide). Yields the product COC=1C=C(C=C2C=C(NC12)C(=O)N)OC1=CC=C(C=C1)S(=O)(=O)C (7-Methoxy-5-[4-(methylsulfonyl)phenoxy]-1H-indole-2-carboxamide). The yield is 94.2%. RXN SMILES: [CH3:1][O:2][C:3]1[CH:4]=[C:5]([O:15][C:16]2[CH:21]=[CH:20][C:19]([S:22]([CH3:25])(=[O:24])=[O:23])=[CH:18][CH:17]=2)[CH:6]=[C:7]2[C:11]=1[NH:10][C:9]([C:12]([OH:14])=O)=[CH:8]2.[NH4+].O[N:28]1C2C=CC=CC=2N=N1.Cl.C(N=C=NCCCN(C)C)C>CN(C)C=O>[CH3:1][O:2][C:3]1[CH:4]=[C:5]([O:15][C:16]2[CH:17]=[CH:18][C:19]([S:22]([CH3:25])(=[O:24])=[O:23])=[CH:20][CH:21]=2)[CH:6]=[C:7]2[C:11]=1[NH:10][C:9]([C:12]([NH2:28])=[O:14])=[CH:8]2 |f:1.2,3.4|. Reported procedure: To an ice-cooled and stirred mixture of 7-methoxy-5-[4-(methylsulfonyl)phenoxy]-1H-indole-2-carboxylic acid (0.78 g) in N,N-dimethylformamide (20 mL) were added 1-hydroxybenzotriazole ammonium salt (0.66 g) and 1-ethyl-3-(3-dimethylaminopropyl)carbodiimide hydrochloride (0.83 g). After stirred at room temperature for 7 h, the reaction mixture was partitioned between ethyl acetate and water. The organic layer was washed successively with aqueous sodium hydrogen carbonate and brine, dried (MgSO4),... Starting materials: CC#N, O=C(Cl)CCl, Nc1cncnc1. Yields the product O=C(CCl)Nc1cncnc1. Reaction SMILES: [CH3:13][C:14]#[N:15].[Cl:8][CH2:9][C:10](=[O:11])[Cl:12].[NH2:1][c:2]1[cH:3][n:4][cH:5][n:6][cH:7]1>>[NH:1]([c:2]1[cH:3][n:4][cH:5][n:6][cH:7]1)[C:10]([CH2:9][Cl:8])=[O:11]. Reactants: FC=1C=C(C(=CC1)N)NC(C)C (4-Fluoro-N2-isopropylbenzene-1,2-diamine), CN1CCOCC1 (N-methyl morpholine), CN(CCCN=C=NCC)C (N-(3-dimethylaminopropyl)-N′ ethylcarbodiimide), C(C)(C)(C)OC(=O)N[C@H](C(=O)O)C ((S)-2-tert-butoxycarbonylaminopropionic acid), C1=CC2=C(N=C1)N(N=N2)O (HOAt), resultant mixture. Solvent: C(Cl)Cl (DCM), C(Cl)Cl (DCM), C(C)(=O)O (acetic acid). Run at time 8 hour. Product: C(C)(C)(C)OC(N[C@@H](C)C1=NC2=C(N1C(C)C)C=C(C=C2)F)=O ([(S)-1-(6-Fluoro-1-isopropyl-1H-benzoimidazol-2-yl)ethyl]carbamic acid tert-butyl ester). Yield: 61.4%. As a reaction SMILES: [F:1][C:2]1[CH:3]=[C:4]([NH:9][CH:10]([CH3:12])[CH3:11])[C:5]([NH2:8])=[CH:6][CH:7]=1.[C:13]([O:17][C:18]([NH:20][C@@H:21]([CH3:25])[C:22](O)=O)=[O:19])([CH3:16])([CH3:15])[CH3:14].C1C=NC2N(O)N=NC=2C=1.CN1CCOCC1.CN(C)CCCN=C=NCC>C(Cl)Cl.C(O)(=O)C>[C:13]([O:17][C:18](=[O:19])[NH:20][C@H:21]([C:22]1[N:9]([CH:10]([CH3:12])[CH3:11])[C:4]2[CH:3]=[C:2]([F:1])[CH:7]=[CH:6][C:5]=2[N:8]=1)[CH3:25])([CH3:16])([CH3:15])[CH3:14]. Procedure details: 4-Fluoro-N2-isopropylbenzene-1,2-diamine (0.7 g, 5.07 mmol) was dissolved in DCM (10 mL) and (S)-2-tert-butoxycarbonylaminopropionic acid (1.06 g, 5.58 mmol) added. To the resultant dark red solution was added HOAt (0.76 g, 5.58 mmol), followed by N-methyl morpholine (1.23 mL, 11.15 mmol) and N-(3-dimethylaminopropyl)-N′ ethylcarbodiimide (1.07 g, 5.58 mmol). The resultant blue/black solution was stirred at RT overnight, under an atmosphere of nitrogen. The mixture was diluted with DCM (40 mL) a... Reactants: OC=1C=C(C(=O)OCC)C=CC1 (ethyl 3-hydroxybenzoate), C=C(C)C (isobutene), S(O)(O)(=O)=O (sulfuric acid). The solvent is ClCCl (dichloromethane). Run at time 2 day. Yields the product C(C)(C)(C)OC=1C=C(C(=O)OCC)C=CC1 (ethyl 3-tert-butyloxybenzoate). Reaction SMILES: [OH:1][C:2]1[CH:3]=[C:4]([CH:10]=[CH:11][CH:12]=1)[C:5]([O:7][CH2:8][CH3:9])=[O:6].[CH2:13]=[C:14]([CH3:16])[CH3:15].S(=O)(=O)(O)O>ClCCl>[C:14]([O:1][C:2]1[CH:3]=[C:4]([CH:10]=[CH:11][CH:12]=1)[C:5]([O:7][CH2:8][CH3:9])=[O:6])([CH3:16])([CH3:15])[CH3:13]. Reported procedure: To a solution of ethyl 3-hydroxybenzoate (20 g, 0.13 mol) in dichloromethane (200 ml) were added isobutene (about 30 g) and conc. sulfuric acid (0.5 ml), and the mixture was left for 2 days. The reaction solution was washed with saturated aqueous sodium hydrogen carbonate solution, dried over anhydrous magnesium sulfate and evaporated under reduced pressure. The residue was purified by silica gel chromatography (hexane:ethyl acetate=10:1) to give the objective substance (17.3 g, 63%) as an oil. Reactants: N1CCC(CC1)=O (4-piperidone), ClCCCOCC1=CC=CC=C1 (1-chloro-3-benzyloxypropane). RXN SMILES: [NH:1]1[CH2:6][CH2:5][C:4](=[O:7])[CH2:3][CH2:2]1.Cl[CH2:9][CH2:10][CH2:11][O:12][CH2:13][C:14]1[CH:19]=[CH:18][CH:17]=[CH:16][CH:15]=1>>[CH2:13]([O:12][CH2:11][CH2:10][CH2:9][N:1]1[CH2:6][CH2:5][C:4](=[O:7])[CH2:3][CH2:2]1)[C:14]1[CH:19]=[CH:18][CH:17]=[CH:16][CH:15]=1. Procedure: 1-(3-Benzyloxypropyl)-4-piperidone is prepared from 4-piperidone and 1-chloro-3-benzyloxypropane essentially as described above in Example 38, Scheme C, step a. Product: C(C1=CC=CC=C1)OCCCN1CCC(CC1)=O (1-(3-Benzyloxypropyl)-4-piperidone). Reactants: Cl (HCl), C(C)(C)(C)OC(=O)N1C[C@H](CCC1=O)C(=O)O ((S)-1-(tert-butoxycarbonyl)-6-oxopiperidine-3-carboxylic acid). The solvent is O1CCOCC1 (dioxane), O1CCOCC1 (dioxane). Yields the product O=C1CC[C@@H](CN1)C(=O)O ((S)-6-oxopiperidine-3-carboxylic acid). Isolated yield 144.5%. Reaction SMILES: Cl.C(OC([N:9]1[C:14](=[O:15])[CH2:13][CH2:12][C@H:11]([C:16]([OH:18])=[O:17])[CH2:10]1)=O)(C)(C)C>O1CCOCC1>[O:15]=[C:14]1[NH:9][CH2:10][C@@H:11]([C:16]([OH:18])=[O:17])[CH2:12][CH2:13]1. Procedure: A solution of HCl in dioxane (6M, 10 mL) was added to a solution of (S)-1-(tert-butoxycarbonyl)-6-oxopiperidine-3-carboxylic acid (700 mg, 2.90 mmol) in dioxane (5 mL) at 0° C. with stirring. The reaction mixture was stirred for 4 h and concentrated to dryness. The residue was azeotroped three times with MeOH (10 mL for each portion) to afford (S)-6-oxopiperidine-3-carboxylic acid (600 mg, quantitative) as a colorless solid. (R)-6-oxopiperidine-3-carboxylic acid was made in similar manner.